This data is from the Open Reaction Database (ORD), a public repository of structured organic reaction records. The task is: describe an organic reaction: reactants, conditions, products, and yield Starting materials: C(C1=CC=CC=C1)OC1=C(OC(=CC1=O)CNS(=O)(=O)C1=CC(=CC=C1)Cl)C(=O)O (3-Benzyloxy-6-[(3-chloro-benzenesulfonylamino)-methyl]-4-oxo-4H-pyran-2-carboxylic acid), C1(=CC=CC=C1)S(=O)(=O)C(C1=CC(C(=C(N1C)C(=O)O)OCC1=CC=CC=C1)=O)N (6-(benzene sulfonyl amino-methyl)-3-benzyloxy-1-methyl-4-oxo-1,4-dihydro-pyridine-2-carboxylic acid). Yields the product C(C1=CC=CC=C1)OC1=C(N(C(=CC1=O)CNS(=O)(=O)C1=CC(=CC=C1)Cl)C)C(=O)O (3-Benzyloxy-6-[(3-chloro-benzenesulfonylamino)-methyl]-1-methyl-4-oxo-1,4-dihydro-pyridine-2-carboxylic acid). The yield is 78.6%. Reaction SMILES: [CH2:1]([O:8][C:9]1[C:14](=[O:15])[CH:13]=[C:12]([CH2:16][NH:17][S:18]([C:21]2[CH:26]=[CH:25][CH:24]=[C:23]([Cl:27])[CH:22]=2)(=[O:20])=[O:19])O[C:10]=1[C:28]([OH:30])=[O:29])[C:2]1[CH:7]=[CH:6][CH:5]=[CH:4][CH:3]=1.C1(S(C(N)C2[N:46](C)[C:45](C(O)=O)=C(OCC3C=CC=CC=3)C(=O)C=2)(=O)=O)C=CC=CC=1>>[CH2:1]([O:8][C:9]1[C:14](=[O:15])[CH:13]=[C:12]([CH2:16][NH:17][S:18]([C:21]2[CH:26]=[CH:25][CH:24]=[C:23]([Cl:27])[CH:22]=2)(=[O:20])=[O:19])[N:46]([CH3:45])[C:10]=1[C:28]([OH:30])=[O:29])[C:2]1[CH:7]=[CH:6][CH:5]=[CH:4][CH:3]=1. Reported procedure: 3-Benzyloxy-6-[(3-chloro-benzenesulfonylamino)-methyl]-1-methyl-4-oxo-1,4-dihydro-pyridine-2-carboxylic acid (13-05) (1.62 g, 78.57%) was synthesized as a yellow solid from 3-benzyloxy-6-[(3-chloro-benzenesulfonylamino)-methyl]-4-oxo-4H-pyran-2-carboxylic acid (12-05) (2.0 g, 4.45 mmol) following the procedure described for 6-(benzenesulfonylamino-methyl)-3-benzyloxy-1-methyl-4-oxo-1,4-dihydro-pyridine-2-carboxylic acid (13-01). RXN SMILES: [C:1](Cl)(=[O:4])[CH2:2][CH3:3].[CH3:6][O:7][C:8]1[CH:13]=[CH:12][C:11]([C@H:14]2[C@@H:20]([OH:21])[C:19](=[O:22])[N:18]([CH2:23][CH2:24][N:25]([C:27]([O:29][CH2:30][C:31]3[CH:36]=[CH:35][CH:34]=[CH:33][CH:32]=3)=[O:28])[CH3:26])[C:17]3[CH:37]=[CH:38][C:39]([Cl:41])=[CH:40][C:16]=3[S:15]2)=[CH:10][CH:9]=1>N1C=CC=CC=1>[CH3:6][O:7][C:8]1[CH:13]=[CH:12][C:11]([C@H:14]2[C@@H:20]([O:21][C:1](=[O:4])[CH2:2][CH3:3])[C:19](=[O:22])[N:18]([CH2:23][CH2:24][N:25]([C:27]([O:29][CH2:30][C:31]3[CH:32]=[CH:33][CH:34]=[CH:35][CH:36]=3)=[O:28])[CH3:26])[C:17]3[CH:37]=[CH:38][C:39]([Cl:41])=[CH:40][C:16]=3[S:15]2)=[CH:10][CH:9]=1. Product: COC1=CC=C(C=C1)[C@@H]1SC2=C(N(C([C@@H]1OC(CC)=O)=O)CCN(C)C(=O)OCC1=CC=CC=C1)C=CC(=C2)Cl ((-)-cis-2-(4-methoxyphenyl)-3-propionyloxy-5-[2-(N-benzyloxycarbonyl-N-methylamino)ethyl]-8-chloro-2,3-dihydro-1,5-benzothiazepin-4(5H)-one). Solvent: N1=CC=CC=C1 (pyridine). The reactants are C(CC)(=O)Cl (propionyl chloride), COC1=CC=C(C=C1)[C@@H]1SC2=C(N(C([C@@H]1O)=O)CCN(C)C(=O)OCC1=CC=CC=C1)C=CC(=C2)Cl ((-)-cis-2-(4-methoxyphenyl)-3-hydroxy-5-[2-(N-benzyloxycarbonyl-N-methylamino)ethyl]-8-chloro-2,3-dihydro-1,5-benzothiazepin-4(5H)-one). Isolated yield 92.1%. Run at time 3 hour. Procedure details: 490 mg of propionyl chloride are added under ice-cooling to a solution of 2.15 g of (-)-cis-2-(4-methoxyphenyl)-3-hydroxy-5-[2-(N-benzyloxycarbonyl-N-methylamino)ethyl]-8-chloro-2,3-dihydro-1,5-benzothiazepin-4(5H)-one in 20 ml of pyridine, and the mixture is stirred at room temperature for 3 hours. Then, the mixture is evaporated under reduced pressure. The residue is several times evaporated together with benzene, and ice-water is added to said residue. The aqueous mixture is extracted with et... Starting materials: N1CCC(CC1)COC1=CC=C(C=C1)NS(=O)(=O)C (N-[4-([Piperidin-4-yl]methoxy)phenyl]methanesulphonamide), ClC1=NC=CC(=C1)[N+](=O)[O-] (2-chloro-4-nitropyridine), C([O-])(O)=O.[Na+] (sodium bicarbonate). The solvent is C(CCC)O (n-butanol). Run at time 18 hour. The product is [N+](=O)([O-])C1=CC(=NC=C1)N1CCC(CC1)COC1=CC=C(C=C1)NS(=O)(=O)C (N-[4-([1-(4-Nitro-2-pyridyl)piperidin-4-yl]methoxy)phenyl]methanesulphonamide). RXN SMILES: [NH:1]1[CH2:6][CH2:5][CH:4]([CH2:7][O:8][C:9]2[CH:14]=[CH:13][C:12]([NH:15][S:16]([CH3:19])(=[O:18])=[O:17])=[CH:11][CH:10]=2)[CH2:3][CH2:2]1.Cl[C:21]1[CH:26]=[C:25]([N+:27]([O-:29])=[O:28])[CH:24]=[CH:23][N:22]=1.C(=O)(O)[O-].[Na+]>C(O)CCC>[N+:27]([C:25]1[CH:24]=[CH:23][N:22]=[C:21]([N:1]2[CH2:6][CH2:5][CH:4]([CH2:7][O:8][C:9]3[CH:14]=[CH:13][C:12]([NH:15][S:16]([CH3:19])(=[O:18])=[O:17])=[CH:11][CH:10]=3)[CH2:3][CH2:2]2)[CH:26]=1)([O-:29])=[O:28] |f:2.3|. Procedure: A mixture of the product of part (v) (0.50 g), 2-chloro-4-nitropyridine (0.28 g) and sodium bicarbonate (1.00 g) in n-butanol (20 ml) was heated under reflux with stirring for 18 hours. The mixture was cooled, filtered, and the residue was washed with ethanol. The combined filtrate and washings were evaporated to give a gum which was chromatographed on silica gel eluting with ether. Earlier fractions gave impurity and the pure product was eluted in the later fractions. The product fractions were... Reactants: CC=1C(=NC2=CC=CC=C2C1)NC(CCC)C1=CC=C(C(=O)OCC)C=C1 (ethyl(+/−)-4-(1-((3-methylquinolin-2-yl)amino)butyl)benzoate), [OH-].[Na+] (sodium hydroxide). The solvent is O1CCCC1 (tetrahydrofuran), CO (methanol). Reaction conditions: time 16 hour. Product: CC=1C(=NC2=CC=CC=C2C1)NC(CCC)C1=CC=C(C(=O)O)C=C1 ((+/−)-4-(1-((3-methylquinolin-2-yl)amino)butyl)benzoic acid). Reaction SMILES: [CH3:1][C:2]1[C:3]([NH:12][CH:13]([C:17]2[CH:27]=[CH:26][C:20]([C:21]([O:23]CC)=[O:22])=[CH:19][CH:18]=2)[CH2:14][CH2:15][CH3:16])=[N:4][C:5]2[C:10]([CH:11]=1)=[CH:9][CH:8]=[CH:7][CH:6]=2.[OH-].[Na+]>O1CCCC1.CO>[CH3:1][C:2]1[C:3]([NH:12][CH:13]([C:17]2[CH:18]=[CH:19][C:20]([C:21]([OH:23])=[O:22])=[CH:26][CH:27]=2)[CH2:14][CH2:15][CH3:16])=[N:4][C:5]2[C:10]([CH:11]=1)=[CH:9][CH:8]=[CH:7][CH:6]=2 |f:1.2|. Procedure details: To a solution of Intermediate 4 (34.29 g, 94.60 mmol) in tetrahydrofuran (234 mL) and methanol (234 mL) was added 1 N aq sodium hydroxide (473 mL). The solution was stirred at room temperature for 16 h. The solution was concentrated under reduced pressure to remove tetrahydrofuran and methanol. 3 N aqueous hydrochloric acid was added dropwise to pH 2. The resulting slurry was filtered, and the solid was washed with water (300 mL, then 100 mL). The solid was dried by azeotropic removal of water f... The reactants are BrC(C(=O)OCC)C1=CC2=CC=C(C=C2C=C1)OC (ethyl α-bromo-6-methoxy-2-naphthylacetate), [I-].[Na+] (sodium iodide). Run in CC(=O)C (acetone). Product: IC(C(=O)OCC)C1=CC2=CC=C(C=C2C=C1)OC (ethyl α-iodo-6-methoxy-2-naphthylacetate). Reaction SMILES: Br[CH:2]([C:8]1[CH:17]=[CH:16][C:15]2[C:10](=[CH:11][CH:12]=[C:13]([O:18][CH3:19])[CH:14]=2)[CH:9]=1)[C:3]([O:5][CH2:6][CH3:7])=[O:4].[I-:20].[Na+]>CC(C)=O>[I:20][CH:2]([C:8]1[CH:17]=[CH:16][C:15]2[C:10](=[CH:11][CH:12]=[C:13]([O:18][CH3:19])[CH:14]=2)[CH:9]=1)[C:3]([O:5][CH2:6][CH3:7])=[O:4] |f:1.2|. Procedure details: A mixture of 0.1 moles of ethyl α-bromo-6-methoxy-2-naphthylacetate and 150 g. of sodium iodide in 1 liter of anhydrous acetone is refluxed for 4 hours. The reaction mixture is then evaporated to dryness and extracted with ether. The ether is then washed with water, dried and evaporated to dryness to obtain ethyl α-iodo-6-methoxy-2-naphthylacetate. The reactants are C1COCCO1, COC(=O)COC1(c2ccccc2)CCN(C(=O)OC(C)(C)C)C1, Cl. The product is COC(=O)COC1(c2ccccc2)CCNC1. As a reaction SMILES: [CH2:26]1[O:27][CH2:28][CH2:29][O:30][CH2:31]1.[CH3:1][O:2][C:3]([CH2:4][O:5][C:6]1([c:18]2[cH:19][cH:20][cH:21][cH:22][cH:23]2)[CH2:7][N:8]([C:11]([O:12][C:13]([CH3:14])([CH3:15])[CH3:16])=[O:17])[CH2:9][CH2:10]1)=[O:24].[ClH:25]>>[CH3:1][O:2][C:3]([CH2:4][O:5][C:6]1([c:18]2[cH:19][cH:20][cH:21][cH:22][cH:23]2)[CH2:7][NH:8][CH2:9][CH2:10]1)=[O:24]. Reactants: CC(CCCCC(=O)O)(C(C1=CC=C(C=C1)OC)OC)C (6,6-Dimethyl-7-methoxy-7-(4-methoxyphenyl)heptanoic acid), Cl.CN(CCCN=C=NCC)C (1-(3-dimethylaminopropyl)-3-ethylcarbodiimide hydrochloride), O.ON1N=NC2=C1C=CC=C2 (1-hydroxybenzotriazole hydrate), NOC1OCCCC1 (NH2OTHP), C12(C(=O)CC(CC1)C2(C)C)CS(=O)(=O)O (10-camphorsulfonic acid). Run in CN(C)C=O (DMF). Reaction conditions: time 20 minute. Product: ONC(CCCCC(C(C1=CC=C(C=C1)OC)OC)(C)C)=O (N-Hydroxy-6,6-dimethyl-7-methoxy-7-(4-methoxyphenyl)heptanamide). The yield is 199.2%. As a reaction SMILES: [CH3:1][C:2]([CH3:21])([CH:10]([O:19][CH3:20])[C:11]1[CH:16]=[CH:15][C:14]([O:17][CH3:18])=[CH:13][CH:12]=1)[CH2:3][CH2:4][CH2:5][CH2:6][C:7](O)=[O:8].Cl.CN(C)CCCN=C=NCC.O.[OH:35][N:36]1C2C=CC=CC=2N=N1.NOC1CCCCO1.C12(CS(O)(=O)=O)C(C)(C)C(CC1)CC2=O>CN(C=O)C>[OH:35][NH:36][C:7](=[O:8])[CH2:6][CH2:5][CH2:4][CH2:3][C:2]([CH3:21])([CH3:1])[CH:10]([O:19][CH3:20])[C:11]1[CH:16]=[CH:15][C:14]([O:17][CH3:18])=[CH:13][CH:12]=1 |f:1.2,3.4|. Procedure: To a solution of the carboxylic acid from step 1 (100 mg, 0.344 mmol), in DMF (10 mL) at room temperature were added 1-(3-dimethylaminopropyl)-3-ethylcarbodiimide hydrochloride (EDC, 79 mg, 0.414 mmol) and 1-hydroxybenzotriazole hydrate (HOBt, 70 mg, 0.516 mmol). The mixture was stirred for 20 min. at room temperature, and then NH2OTHP (60 mg, 0.516 mmol) was added. The resulting mixture was heated overnight at 50° C., and then concentrated. The crude material was dissolved in CH2Cl2 and washed ...